The task is: describe an organic reaction: reactants, conditions, products, and yield. This data is from the Open Reaction Database (ORD), a public repository of structured organic reaction records. Starting materials: C(C1=CC=CC=C1)N1C2=C(NCC1)N=CC(=C2)C2=CC=C(C(=O)O)C=C2 (4-(1-Benzyl-1,2,3,4-tetrahydropyrido[2,3-b]pyrazin-7-yl)benzoic acid), CN1CCNCC1 (1-methyl piperazine). Product: C(C1=CC=CC=C1)N1C2=C(NCC1)N=CC(=C2)C2=CC=C(C=C2)C(=O)N2CCN(CC2)C ([4-(1-Benzyl-1,2,3,4-tetrahydropyrido[2,3-b]pyrazin-7-yl)phenyl]-(4-methylpiperazin-1-yl)methanone). The yield is 32.0%. RXN SMILES: [CH2:1]([N:8]1[CH2:13][CH2:12][NH:11][C:10]2[N:14]=[CH:15][C:16]([C:18]3[CH:26]=[CH:25][C:21]([C:22]([OH:24])=O)=[CH:20][CH:19]=3)=[CH:17][C:9]1=2)[C:2]1[CH:7]=[CH:6][CH:5]=[CH:4][CH:3]=1.[CH3:27][N:28]1[CH2:33][CH2:32][NH:31][CH2:30][CH2:29]1>>[CH2:1]([N:8]1[CH2:13][CH2:12][NH:11][C:10]2[N:14]=[CH:15][C:16]([C:18]3[CH:19]=[CH:20][C:21]([C:22]([N:31]4[CH2:32][CH2:33][N:28]([CH3:27])[CH2:29][CH2:30]4)=[O:24])=[CH:25][CH:26]=3)=[CH:17][C:9]1=2)[C:2]1[CH:3]=[CH:4][CH:5]=[CH:6][CH:7]=1. Reported procedure: 4-(1-Benzyl-1,2,3,4-tetrahydropyrido[2,3-b]pyrazin-7-yl)benzoic acid (20 mg) was reacted with 1-methyl piperazine as in General Procedure 8 to give the title compound as a yellow solid (32% yield). M.p. 180-181° C., LCMS: m/z=428.30 (M+H+), 1H-NMR (CDCl3, 400 MHz) δ 2.31 (s, 3H), 2.33-2.52 (m, 4H), 3.38-3.43 (m, 2H), 3.45-3.55 (m, 2H), 3.46-3.50 (m, 2H), 3.58-3.62 (m, 2H), 3.64-3.82 (m, 2H), 4.48 (s, 2H), 5.29 (s, 1H), 6.83 (s, 1H), 7.27-7.39 (m, 9H), 7.69 (s, 1H).